From a dataset of the Open Reaction Database (ORD), a public repository of structured organic reaction records. describe an organic reaction: reactants, conditions, products, and yield Reactants: CC1=CC2=C(N=C(O2)C2=NC=CC=C2)C=C1[N+](=O)[O-] (6-methyl-5-nitro-2-(2-pyridinyl)benzoxazole). Reagents/catalysts: [Pt]=O (platinum oxide). Run in C(C)O (ethanol). Conditions: time 2 hour. Yields the product NC=1C(=CC2=C(N=C(O2)C2=NC=CC=C2)C1)C (5-amino-6-methyl-2-(2-pyridinyl)benzoxazole). The yield is 87.8%. RXN SMILES: [CH3:1][C:2]1[C:16]([N+:17]([O-])=O)=[CH:15][C:5]2[N:6]=[C:7]([C:9]3[CH:14]=[CH:13][CH:12]=[CH:11][N:10]=3)[O:8][C:4]=2[CH:3]=1>C(O)C.[Pt]=O>[NH2:17][C:16]1[C:2]([CH3:1])=[CH:3][C:4]2[O:8][C:7]([C:9]3[CH:14]=[CH:13][CH:12]=[CH:11][N:10]=3)=[N:6][C:5]=2[CH:15]=1. Procedure: A suspension of 6-methyl-5-nitro-2-(2-pyridinyl)benzoxazole (10.0 g, 0.044 mole) and platinum oxide (1.0 g) in 150 ml of ethanol is hydrogenated over a period of 2 hours. The catalyst is separated by filtration and the ethanol removed under vacuum yielding 8.7 g of the title compound. Reactants: C(C=C)OC(C(COCC1=CC=CC=C1)N(CC1=CC=C(C=C1)OC)C(C(C(C)=O)CCCl)=O)=O (3-Benzyloxy-2-[[2-(2-chloro-ethyl)-3-oxo-butyryl]-(4-methoxy-benzyl)-amino]-propionic acid allyl ester), N1CCOCC1 (morpholine). Reagents/catalysts: C=1C=CC(=CC1)[P](C=2C=CC=CC2)(C=3C=CC=CC3)[Pd]([P](C=4C=CC=CC4)(C=5C=CC=CC5)C=6C=CC=CC6)([P](C=7C=CC=CC7)(C=8C=CC=CC8)C=9C=CC=CC9)[P](C=1C=CC=CC1)(C=1C=CC=CC1)C=1C=CC=CC1 (Pd(PPh3)4). The solvent is CCOCC (Et2O), C1CCOC1 (THF). Conditions: time 7 hour. The product is C(C1=CC=CC=C1)OCC(C(=O)O)N(CC1=CC=C(C=C1)OC)C(C(C(C)=O)CCCl)=O (3-Benzyloxy-2-[[2-(2-chloro-ethyl)-3-oxo-butyryl]-(4-methoxy-benzyl)-amino]-propionic acid). The yield is 54.3%. RXN SMILES: C([O:4][C:5](=[O:35])[CH:6]([N:16]([C:26](=[O:34])[CH:27]([CH2:31][CH2:32][Cl:33])[C:28](=[O:30])[CH3:29])[CH2:17][C:18]1[CH:23]=[CH:22][C:21]([O:24][CH3:25])=[CH:20][CH:19]=1)[CH2:7][O:8][CH2:9][C:10]1[CH:15]=[CH:14][CH:13]=[CH:12][CH:11]=1)C=C.N1CCOCC1>C1COCC1.CCOCC.C1C=CC([P]([Pd]([P](C2C=CC=CC=2)(C2C=CC=CC=2)C2C=CC=CC=2)([P](C2C=CC=CC=2)(C2C=CC=CC=2)C2C=CC=CC=2)[P](C2C=CC=CC=2)(C2C=CC=CC=2)C2C=CC=CC=2)(C2C=CC=CC=2)C2C=CC=CC=2)=CC=1>[CH2:9]([O:8][CH2:7][CH:6]([N:16]([C:26](=[O:34])[CH:27]([CH2:31][CH2:32][Cl:33])[C:28](=[O:30])[CH3:29])[CH2:17][C:18]1[CH:19]=[CH:20][C:21]([O:24][CH3:25])=[CH:22][CH:23]=1)[C:5]([OH:35])=[O:4])[C:10]1[CH:15]=[CH:14][CH:13]=[CH:12][CH:11]=1 |^1:55,57,76,95|. Reported procedure: To a solution of allyl ester 76 (1.24 g, 2.47 mmol) in THF (20 mL) was added morpholine (646 mg, 7.41 mmol) and Pd(PPh3)4 (29 mg, 0.025 mmol) at ambient temperature. The reaction mixture was stirred at ambient temperature for 7 h and diluted with Et2O (200 mL). The organic layer was washed with 0.2 N HCl and brine, dried over MgSO4 and concentrated. The residue was purified by flash chromatography on SiO2 (15:85 acetone:CH3Cl) to give acid 77 (620 mg, 75%). Data provided for only one diastereome... The reactants are CC(C)(C)OC(=O)N1Cc2cc(NC(=O)c3cccnc3NCc3ccnc4c3CCN4)ccc2C(C)(C)C1, Cl, [Na+], O=C([O-])O, C1COCCO1. The product is CC1(C)CNCc2cc(NC(=O)c3cccnc3NCc3ccnc4c3CCN4)ccc21. As a reaction SMILES: [C:1]([O:2][C:3](=[O:4])[N:8]1[CH2:9][c:10]2[cH:11][c:12]([NH:20][C:21](=[O:22])[c:23]3[c:24]([NH:29][CH2:30][c:31]4[c:32]5[c:33]([n:34][cH:35][cH:36]4)[NH:37][CH2:38][CH2:39]5)[n:25][cH:26][cH:27][cH:28]3)[cH:13][cH:14][c:15]2[C:16]([CH3:18])([CH3:19])[CH2:17]1)([CH3:5])([CH3:6])[CH3:7].[ClH:40].[Na+:45].[O-:41][C:42]([OH:43])=[O:44].[O:46]1[CH2:47][CH2:48][O:49][CH2:50][CH2:51]1>>[NH:8]1[CH2:9][c:10]2[cH:11][c:12]([NH:20][C:21](=[O:22])[c:23]3[c:24]([NH:29][CH2:30][c:31]4[c:32]5[c:33]([n:34][cH:35][cH:36]4)[NH:37][CH2:38][CH2:39]5)[n:25][cH:26][cH:27][cH:28]3)[cH:13][cH:14][c:15]2[C:16]([CH3:18])([CH3:19])[CH2:17]1. Starting materials: BrC=1C=C2CCC(C2=C(C1)F)N ((rac)-5-bromo-7-fluoro-indan-1-ylamine), C(C)(C)(C)OC(=O)NC1(CC1)C(=O)O (1-tert-butoxycarbonylamino-cyclopropanecarboxylic acid). The product is C(C)(C)(C)OC(NC1(CC1)C(NC1CCC2=CC(=CC(=C12)F)Br)=O)=O ([1-((rac)-5-bromo-7-fluoro-indan-1-ylcarbamoyl)-cyclopropyl]-carbamic acid tert-butyl ester). Reaction SMILES: [Br:1][C:2]1[CH:3]=[C:4]2[C:8](=[C:9]([F:11])[CH:10]=1)[CH:7]([NH2:12])[CH2:6][CH2:5]2.[C:13]([O:17][C:18]([NH:20][C:21]1([C:24](O)=[O:25])[CH2:23][CH2:22]1)=[O:19])([CH3:16])([CH3:15])[CH3:14]>>[C:13]([O:17][C:18](=[O:19])[NH:20][C:21]1([C:24](=[O:25])[NH:12][CH:7]2[C:8]3[C:4](=[CH:3][C:2]([Br:1])=[CH:10][C:9]=3[F:11])[CH2:5][CH2:6]2)[CH2:22][CH2:23]1)([CH3:16])([CH3:14])[CH3:15]. Reported procedure: In analogy to the procedures described for the preparation of intermediate A-1 [B] and for the preparation of example 12, (rac)-5-bromo-7-fluoro-indan-1-ylamine (intermediate A-7 [C]) has been coupled with 1-tert-butoxycarbonylamino-cyclopropanecarboxylic acid to give [1-((rac)-5-bromo-7-fluoro-indan-1-ylcarbamoyl)-cyclopropyl]-carbamic acid tert-butyl ester, which was then reacted with 4,4,4′,4′,5,5,5′,5′-octamethyl-2,2′-bi(1,3,2-dioxaborolane) and (1,1′-bis-diphenylphosphino)-ferrocene)palladi...